From a dataset of the Open Reaction Database (ORD), a public repository of structured organic reaction records. describe an organic reaction: reactants, conditions, products, and yield Yields the product C[Si](C)(C)CCOCn1nc(Br)c2nc(-c3c(F)cccc3F)c3cc(F)ccc3c21. RXN SMILES: [Br:1][c:2]1[n:3][nH:4][c:5]2[c:6]1[n:7][c:8](-[c:16]1[c:17]([F:23])[cH:18][cH:19][cH:20][c:21]1[F:22])[c:9]1[cH:10][c:11]([F:15])[cH:12][cH:13][c:14]21.[CH3:24][Si:25]([CH2:26][CH2:27][O:28][CH2:29][Cl:30])([CH3:31])[CH3:32].[CH:38]([N:39]([CH2:40][CH3:41])[CH:42]([CH3:43])[CH3:44])([CH3:45])[CH3:46].[O:33]=[CH:34][N:35]([CH3:36])[CH3:37]>>[Br:1][c:2]1[n:3][n:4]([CH2:29][O:28][CH2:27][CH2:26][Si:25]([CH3:24])([CH3:31])[CH3:32])[c:5]2[c:6]1[n:7][c:8](-[c:16]1[c:17]([F:23])[cH:18][cH:19][cH:20][c:21]1[F:22])[c:9]1[cH:10][c:11]([F:15])[cH:12][cH:13][c:14]21. Starting materials: Fc1ccc2c(c1)c(-c1c(F)cccc1F)nc1c(Br)n[nH]c12, C[Si](C)(C)CCOCCl, CCN(C(C)C)C(C)C, CN(C)C=O. Starting materials: C(C)C1=NC=C2C(NC=3C(=NC(=NC3N21)N2C(=NC=C2)CC)CCC)=O (9-Ethyl-2-(2-ethyl-1H-imidazol-1-yl)-4-propylimidazo[5,1-h]pteridin-6(5H)-one), N1C=NC=C1 (imidazole). Yields the product C(C)C1=NC=C2C(NC=3C(=NC(=NC3N21)N2C=NC=C2)CCC)=O (9-Ethyl-2-(1H-imidazol-1-yl)-4-propylimidazo[5,1-h]pteridin-6(5H)-one). As a reaction SMILES: [CH2:1]([C:3]1[N:15]2[C:6]([C:7](=[O:26])[NH:8][C:9]3[C:10]([CH2:23][CH2:24][CH3:25])=[N:11][C:12]([N:16]4[CH:20]=[CH:19][N:18]=[C:17]4CC)=[N:13][C:14]=32)=[CH:5][N:4]=1)[CH3:2].N1C=CN=C1>>[CH2:1]([C:3]1[N:15]2[C:6]([C:7](=[O:26])[NH:8][C:9]3[C:10]([CH2:23][CH2:24][CH3:25])=[N:11][C:12]([N:16]4[CH:20]=[CH:19][N:18]=[CH:17]4)=[N:13][C:14]=32)=[CH:5][N:4]=1)[CH3:2]. Reported procedure: Prepared by treatment of the product of Example 8 with excess imidazole at 200° C. The reactants are BrCCCCBr, O=C([O-])[O-], CC(C)(C)OC(=O)NC1COCCC1N, CC#N, [K+], [K+]. Yields the product CC(C)(C)OC(=O)NC1COCCC1N1CCCC1. RXN SMILES: [Br:22][CH2:23][CH2:24][CH2:25][CH2:26][Br:27].[C:16](=[O:17])([O-:18])[O-:19].[C:1]([CH3:2])([CH3:3])([CH3:4])[O:5][C:6]([NH:7][CH:8]1[CH2:9][O:10][CH2:11][CH2:12][CH:13]1[NH2:14])=[O:15].[CH3:28][C:29]#[N:30].[K+:20].[K+:21]>>[C:1]([CH3:2])([CH3:3])([CH3:4])[O:5][C:6]([NH:7][CH:8]1[CH2:9][O:10][CH2:11][CH2:12][CH:13]1[N:14]1[CH2:23][CH2:24][CH2:25][CH2:26]1)=[O:15]. The reactants are [H][H], CCCn1c(=O)c2[nH]c(Cc3cccnc3)nc2n(CCc2ccc([N+](=O)[O-])cc2)c1=O, NN, O, [Pd]. The product is CCCn1c(=O)c2[nH]c(Cc3cccnc3)nc2n(CCc2ccc(N)cc2)c1=O. RXN SMILES: [H:36][H:37].[N+:1]([O-:2])(=[O:3])[c:4]1[cH:5][cH:6][c:7]([CH2:10][CH2:11][n:12]2[c:13](=[O:32])[n:14]([CH2:29][CH2:30][CH3:31])[c:15](=[O:28])[c:16]3[nH:17][c:18]([CH2:21][c:22]4[cH:23][n:24][cH:25][cH:26][cH:27]4)[n:19][c:20]23)[cH:8][cH:9]1.[NH2:34][NH2:35].[OH2:33].[Pd:38]>>[NH2:1][c:4]1[cH:5][cH:6][c:7]([CH2:10][CH2:11][n:12]2[c:13](=[O:32])[n:14]([CH2:29][CH2:30][CH3:31])[c:15](=[O:28])[c:16]3[nH:17][c:18]([CH2:21][c:22]4[cH:23][n:24][cH:25][cH:26][cH:27]4)[n:19][c:20]23)[cH:8][cH:9]1. The reactants are CC(=O)c1c([N+](=O)[O-])ccc(Cl)c1S(=O)(=O)NCc1ccccc1, CCO, C[Si](C)(C)Cl, O=S(=O)(O)O. The product is O=[N+]([O-])c1ccc(Cl)c(S(=O)(=O)NCc2ccccc2)c1O. Reaction SMILES: [CH2:1]([c:2]1[cH:3][cH:4][cH:5][cH:6][cH:7]1)[NH:8][S:9](=[O:10])(=[O:11])[c:12]1[c:13]([C:22](=[O:23])[CH3:24])[c:14]([N+:19](=[O:20])[O-:21])[cH:15][cH:16][c:17]1[Cl:18].[CH3:35][CH2:36][OH:37].[Cl:25][Si:26]([CH3:27])([CH3:28])[CH3:29].[S:30]([OH:31])(=[O:32])(=[O:33])[OH:34]>>[CH2:1]([c:2]1[cH:3][cH:4][cH:5][cH:6][cH:7]1)[NH:8][S:9](=[O:10])(=[O:11])[c:12]1[c:13]([OH:31])[c:14]([N+:19](=[O:20])[O-:21])[cH:15][cH:16][c:17]1[Cl:18]. Reactants: Fc1cc(Br)cc(CBr)c1, CC(C)(C)OC(=O)CNS(=O)(=O)c1ccc2c(c1)CCC(C)(C)O2, CC#N. Product: CC(C)(C)OC(=O)CN(Cc1cc(F)cc(Br)c1)S(=O)(=O)c1ccc2c(c1)CCC(C)(C)O2. Reaction SMILES: [Br:25][c:26]1[cH:27][c:28]([CH2:33][Br:34])[cH:29][c:30]([F:32])[cH:31]1.[CH3:1][C:2]1([CH3:24])[O:3][c:4]2[cH:5][cH:6][c:7]([S:12](=[O:13])(=[O:14])[NH:15][CH2:16][C:17](=[O:18])[O:19][C:20]([CH3:21])([CH3:22])[CH3:23])[cH:8][c:9]2[CH2:10][CH2:11]1.[CH3:35][C:36]#[N:37]>>[CH3:1][C:2]1([CH3:24])[O:3][c:4]2[cH:5][cH:6][c:7]([S:12](=[O:13])(=[O:14])[N:15]([CH2:16][C:17](=[O:18])[O:19][C:20]([CH3:21])([CH3:22])[CH3:23])[CH2:33][c:28]3[cH:27][c:26]([Br:25])[cH:31][c:30]([F:32])[cH:29]3)[cH:8][c:9]2[CH2:10][CH2:11]1.